This data is from the Open Reaction Database (ORD), a public repository of structured organic reaction records. The task is: describe an organic reaction: reactants, conditions, products, and yield Reported procedure: To 1-acetyl-4-(4-nitro-2-methylphenyloxy)piperidine (11.8 g) were added conc. hydrochloric acid (15 ml), ethanol (15 ml) and water (15 ml) and the mixture was heated under reflux overnight. The reaction mixture was concentrated under reduced pressure, the residue thus obtained was washed with ethyl ether and crystals were filtered off to obtain 4-(4-nitro-2-methylphenyloxy)piperidine hydrochloride (8.3 g) as white crystals, m.p. 204°-226° C. Reaction SMILES: C([N:4]1[CH2:9][CH2:8][CH:7]([O:10][C:11]2[CH:16]=[CH:15][C:14]([N+:17]([O-:19])=[O:18])=[CH:13][C:12]=2[CH3:20])[CH2:6][CH2:5]1)(=O)C.[ClH:21].C(O)C>O>[ClH:21].[N+:17]([C:14]1[CH:15]=[CH:16][C:11]([O:10][CH:7]2[CH2:8][CH2:9][NH:4][CH2:5][CH2:6]2)=[C:12]([CH3:20])[CH:13]=1)([O-:19])=[O:18] |f:4.5|. Product: Cl.[N+](=O)([O-])C1=CC(=C(C=C1)OC1CCNCC1)C (4-(4-nitro-2-methylphenyloxy)piperidine hydrochloride). Solvent: O (water). Reactants: C(C)(=O)N1CCC(CC1)OC1=C(C=C(C=C1)[N+](=O)[O-])C (1-acetyl-4-(4-nitro-2-methylphenyloxy)piperidine), Cl (hydrochloric acid), C(C)O (ethanol). Reactants: ClC1=CC=NC2=CC(=C(C=C12)OC)OC (4-Chloro-6,7-dimethoxyquinoline), OC1=C(C=O)C=CC(=C1)OC (2-hydroxy-4-methoxybenzaldehyde), O (water). Reagents/catalysts: CN(C1=CC=NC=C1)C (4-dimethylaminopyridine). Run in ClC1=CC=CC=C1 (monochlorobenzene). Reaction conditions: temperature 130 celsius, time 8 hour. Yields the product COC=1C=C2C(=CC=NC2=CC1OC)OC1=C(C=O)C=CC(=C1)OC (2-[(6,7-dimethoxy-4-quinolyl)oxy]-4-methoxybenzaldehyde). As a reaction SMILES: Cl[C:2]1[C:11]2[C:6](=[CH:7][C:8]([O:14][CH3:15])=[C:9]([O:12][CH3:13])[CH:10]=2)[N:5]=[CH:4][CH:3]=1.[OH:16][C:17]1[CH:24]=[C:23]([O:25][CH3:26])[CH:22]=[CH:21][C:18]=1[CH:19]=[O:20].O>CN(C)C1C=CN=CC=1.ClC1C=CC=CC=1>[CH3:13][O:12][C:9]1[CH:10]=[C:11]2[C:6](=[CH:7][C:8]=1[O:14][CH3:15])[N:5]=[CH:4][CH:3]=[C:2]2[O:16][C:17]1[CH:24]=[C:23]([O:25][CH3:26])[CH:22]=[CH:21][C:18]=1[CH:19]=[O:20]. Procedure: 4-Chloro-6,7-dimethoxyquinoline (111 mg), 2-hydroxy-4-methoxybenzaldehyde (304 mg), and 4-dimethylaminopyridine (244 mg) were suspended in monochlorobenzene (2 ml), and the suspension was stirred at 130° C. overnight. The reaction solution was cooled to room temperature, water was then added to the reaction solution, and the mixture was extracted with ethyl acetate. The ethyl acetate layer was then washed with water and saturated brine and was dried over anhydrous sodium sulfate. The solvent was...